Dataset: the Open Reaction Database (ORD), a public repository of structured organic reaction records. Task: describe an organic reaction: reactants, conditions, products, and yield Starting materials: Cl[SiH](Cl)C([SiH](Cl)Cl)[SiH](Cl)Cl, C(#Cc1ccccc1)c1ccccc1, c1ccccc1. Product: Cl[SiH](Cl)C1[Si](Cl)(Cl)C(c2ccccc2)C(c2ccccc2)[Si]1(Cl)Cl. As a reaction SMILES: [Cl:15][SiH:16]([Cl:17])[CH:18]([SiH:19]([Cl:20])[Cl:21])[SiH:22]([Cl:23])[Cl:24].[c:1]1([C:7]#[C:8][c:9]2[cH:10][cH:11][cH:12][cH:13][cH:14]2)[cH:2][cH:3][cH:4][cH:5][cH:6]1.[cH:25]1[cH:26][cH:27][cH:28][cH:29][cH:30]1>>[c:1]1([CH:7]2[CH:8]([c:9]3[cH:10][cH:11][cH:12][cH:13][cH:14]3)[Si:19]([Cl:20])([Cl:21])[CH:18]([SiH:22]([Cl:23])[Cl:24])[Si:16]2([Cl:15])[Cl:17])[cH:2][cH:3][cH:4][cH:5][cH:6]1. The reactants are O=S1CCN(c2nc(Cl)nc3c(SCc4ccccc4)ncnc23)CC1, C1COCCO1, c1c[nH]cn1. The product is O=S1CCN(c2nc(-c3ncc[nH]3)nc3c(SCc4ccccc4)ncnc23)CC1. RXN SMILES: [CH2:1]([c:2]1[cH:3][cH:4][cH:5][cH:6][cH:7]1)[S:8][c:9]1[n:10][cH:11][n:12][c:13]2[c:14]1[n:15][c:16]([Cl:26])[n:17][c:18]2[N:19]1[CH2:20][CH2:21][S:22](=[O:25])[CH2:23][CH2:24]1.[O:32]1[CH2:33][CH2:34][O:35][CH2:36][CH2:37]1.[nH:27]1[cH:28][n:29][cH:30][cH:31]1>>[CH2:1]([c:2]1[cH:3][cH:4][cH:5][cH:6][cH:7]1)[S:8][c:9]1[n:10][cH:11][n:12][c:13]2[c:14]1[n:15][c:16](-[c:28]1[nH:27][cH:31][cH:30][n:29]1)[n:17][c:18]2[N:19]1[CH2:20][CH2:21][S:22](=[O:25])[CH2:23][CH2:24]1. Starting materials: C(C)(C)(C)OC(=O)N1[C@@H](CC(C1)=NOC(C)(C)C)C(=O)O ((2S,4EZ)-1-(tert-butoxycarbonyl)-4-(tert-butoxyimino)-2-pyrrolidinecarboxylic acid), N1(C=CC=C1)C1=C(C=CC=C1)N (2-(1H-pyrrol-1-yl)phenylamine). Product: C(C)(C)(C)ON=C1C[C@H](NC1)C(=O)NC1=C(C=CC=C1)N1C=CC=C1 ((2S,4EZ)-4-(tert-butoxyimino)-N-[2-(1H-pyrrol-1-yl)phenyl]-2-pyrrolidinecarboxamide). As a reaction SMILES: C(OC([N:8]1[CH2:12][C:11](=[N:13][O:14][C:15]([CH3:18])([CH3:17])[CH3:16])[CH2:10][C@H:9]1[C:19]([OH:21])=O)=O)(C)(C)C.[N:22]1([C:27]2[CH:32]=[CH:31][CH:30]=[CH:29][C:28]=2[NH2:33])[CH:26]=[CH:25][CH:24]=[CH:23]1>>[C:15]([O:14][N:13]=[C:11]1[CH2:12][NH:8][C@H:9]([C:19]([NH:33][C:28]2[CH:29]=[CH:30][CH:31]=[CH:32][C:27]=2[N:22]2[CH:26]=[CH:25][CH:24]=[CH:23]2)=[O:21])[CH2:10]1)([CH3:16])([CH3:17])[CH3:18]. Reported procedure: Following the general method as outlined in Example 22, starting from (2S,4EZ)-1-(tert-butoxycarbonyl)-4-(tert-butoxyimino)-2-pyrrolidinecarboxylic acid, and 2-(1H-pyrrol-1-yl)phenylamine the title compound was obtained in 83% purity by LC/MS. MS(ESI+): m/z=341.2. Reactants: C1(=CC=CC=C1)CNC1C(CC2(OCCO2)CC1)C(=O)OCC (Ethyl 8-[(phenylmethyl)amino]-1,4-dioxaspiro -[4.5]-decane-7-carboxylate). Reagents/catalysts: [Pd] (palladium on activated carbon). Solvent: C(C)O (ethanol). Run at time 6 hour. The product is NC1C(CC2(OCCO2)CC1)C(=O)OCC (Ethyl 8-amino-1,4-dioxaspiro[4.5]decane-7-carboxylate). Isolated yield 93.2%. RXN SMILES: C1(C[NH:8][CH:9]2[CH2:18][CH2:17][C:12]3([O:16][CH2:15][CH2:14][O:13]3)[CH2:11][CH:10]2[C:19]([O:21][CH2:22][CH3:23])=[O:20])C=CC=CC=1>[Pd].C(O)C>[NH2:8][CH:9]1[CH2:18][CH2:17][C:12]2([O:16][CH2:15][CH2:14][O:13]2)[CH2:11][CH:10]1[C:19]([O:21][CH2:22][CH3:23])=[O:20]. Procedure: Ethyl 8-[(phenylmethyl)amino]-1,4-dioxaspiro -[4.5]-decane-7-carboxylate (397.2 g, 1.3 mole) was combined with 2563 ml of ethanol and 80 g of 5% palladium on activated carbon and hydrogenated at 50 p.s.i. for 6 hours at 45°-50° C. The catalyst was separated by filtration, and the filtrate was evaporated. When taken up in methylene chloride a semi-solid precipitated and was filtered out. The filtrate was evaporated to yield 277.7 g (97.4%) of the title product. The reactants are C1(CCCCC1)P(C1=C(C=CC=C1)C1=C(C=C(C=C1C(C)C)C(C)C)C(C)C)C1CCCCC1 (dicyclohexyl(2′,4′,6′-triisopropylbiphenyl-2-yl)phosphine), CC(C)([O-])C.[Na+] (sodium tert-butoxide), O1CCN(CC1)C1=NC=C(C=C1N)N1CCOCC1 (2,5-dimorpholinopyridin-3-amine), FC(C1=C(C=CC(=C1)C(F)(F)F)C1=NC2=CC(=CC(=C2C(=C1C)Cl)F)F)(F)F (2-(2,4-bis(trifluoromethyl)phenyl)-4-chloro-5,7-difluoro-3-methylquinoline). The reagents and catalysts are C=1C=CC(=CC1)/C=C/C(=O)/C=C/C2=CC=CC=C2.C=1C=CC(=CC1)/C=C/C(=O)/C=C/C2=CC=CC=C2.C=1C=CC(=CC1)/C=C/C(=O)/C=C/C2=CC=CC=C2.[Pd].[Pd] (Pd2dba3). The solvent is C1(=CC=CC=C1)C (toluene). Product: FC(C1=C(C=CC(=C1)C(F)(F)F)C1=NC2=CC(=CC(=C2C(=C1C)NC=1C(=NC=C(C1)N1CCOCC1)N1CCOCC1)F)F)(F)F (2-(2,4-bis(trifluoromethyl)phenyl)-N-(2,5-dimorpholinopyridin-3-yl)-5,7-difluoro-3-methylquinolin-4-amine). Reaction SMILES: C1(P(C2CCCCC2)C2C=CC=CC=2C2C(C(C)C)=CC(C(C)C)=CC=2C(C)C)CCCCC1.[O:35]1[CH2:40][CH2:39][N:38]([C:41]2[C:46]([NH2:47])=[CH:45][C:44]([N:48]3[CH2:53][CH2:52][O:51][CH2:50][CH2:49]3)=[CH:43][N:42]=2)[CH2:37][CH2:36]1.[F:54][C:55]([F:81])([F:80])[C:56]1[CH:61]=[C:60]([C:62]([F:65])([F:64])[F:63])[CH:59]=[CH:58][C:57]=1[C:66]1[C:75]([CH3:76])=[C:74](Cl)[C:73]2[C:68](=[CH:69][C:70]([F:79])=[CH:71][C:72]=2[F:78])[N:67]=1.CC(C)([O-])C.[Na+]>C1(C)C=CC=CC=1.C1C=CC(/C=C/C(/C=C/C2C=CC=CC=2)=O)=CC=1.C1C=CC(/C=C/C(/C=C/C2C=CC=CC=2)=O)=CC=1.C1C=CC(/C=C/C(/C=C/C2C=CC=CC=2)=O)=CC=1.[Pd].[Pd]>[F:81][C:55]([F:54])([F:80])[C:56]1[CH:61]=[C:60]([C:62]([F:64])([F:65])[F:63])[CH:59]=[CH:58][C:57]=1[C:66]1[C:75]([CH3:76])=[C:74]([NH:47][C:46]2[C:41]([N:38]3[CH2:39][CH2:40][O:35][CH2:36][CH2:37]3)=[N:42][CH:43]=[C:44]([N:48]3[CH2:49][CH2:50][O:51][CH2:52][CH2:53]3)[CH:45]=2)[C:73]2[C:68](=[CH:69][C:70]([F:79])=[CH:71][C:72]=2[F:78])[N:67]=1 |f:3.4,6.7.8.9.10|. Procedure details: The Buchwald coupled product was prepared according to Procedure H using dicyclohexyl(2′,4′,6′-triisopropylbiphenyl-2-yl)phosphine (0.016 g, 0.034 mmol), 2,5-dimorpholinopyridin-3-amine (0.067 g, 0.25 mmol), 2-(2,4-bis(trifluoromethyl)phenyl)-4-chloro-5,7-difluoro-3-methylquinoline (0.090 g, 0.21 mmol), Pd2dba3 (7.74 mg, 8.46 μmol) and sodium tert-butoxide (0.051 g, 0.53 mmol) in toluene (2.1 mL) at 120° C. for 75 h. The crude product was purified by column chromatography on basic alumina (0 to ... Starting materials: Cl.Cl.CN(C1CCOCC1)C[C@@H]1CC[C@H](CC1)N (trans-4-[N-methyl-N-(tetrahydropyran-4-yl)aminomethyl]cyclohexylamine dihydrochloride), C1CCC2=NCCCN2CC1 (1,8-diazabicyclo[5,4,0]-7-undecene), CC1=CC=C(C=C1)C=1C=CC2=C(C=C(CO2)C(=O)O)C1 (6-(4-methylphenyl)-2H-1-benzopyran-3-carboxylic acid), ON1N=NC2=C1C=CC=C2 (1-hydroxybenzotriazole), 1-ethyl-3-(340 -dimethylaminopropyl)carbodiimide hydrochloride. The solvent is C(C)#N (acetonitrile), C(C)N(CC)CC (triethylamine), C(C)#N (acetonitrile). Conditions: time 2 hour. The product is CC1=CC=C(C=C1)C=1C=CC2=C(C=C(CO2)C(=O)N[C@@H]2CC[C@H](CC2)CN(C2CCOCC2)C)C1 (trans-6-(4-methylphenyl)-N-[4-[N-methyl-N-(tetrahydropyran-4-yl)aminomethyl]cyclohexyl]-2H-1-benzopyran-3-carboxamide). The yield is 53.9%. RXN SMILES: [CH3:1][C:2]1[CH:7]=[CH:6][C:5]([C:8]2[CH:9]=[CH:10][C:11]3[O:16][CH2:15][C:14]([C:17](O)=[O:18])=[CH:13][C:12]=3[CH:20]=2)=[CH:4][CH:3]=1.ON1C2C=CC=CC=2N=N1.Cl.Cl.[CH3:33][N:34]([CH2:41][C@H:42]1[CH2:47][CH2:46][C@H:45]([NH2:48])[CH2:44][CH2:43]1)[CH:35]1[CH2:40][CH2:39][O:38][CH2:37][CH2:36]1.C1CCN2C(=NCCC2)CC1>C(#N)C.C(N(CC)CC)C>[CH3:1][C:2]1[CH:3]=[CH:4][C:5]([C:8]2[CH:9]=[CH:10][C:11]3[O:16][CH2:15][C:14]([C:17]([NH:48][C@H:45]4[CH2:44][CH2:43][C@H:42]([CH2:41][N:34]([CH3:33])[CH:35]5[CH2:40][CH2:39][O:38][CH2:37][CH2:36]5)[CH2:47][CH2:46]4)=[O:18])=[CH:13][C:12]=3[CH:20]=2)=[CH:6][CH:7]=1 |f:2.3.4|. Procedure details: Into a suspension of 6-(4-methylphenyl)-2H-1-benzopyran-3-carboxylic acid (150 mg) and 1-hydroxybenzotriazole (114 mg) in acetonitrile (15 ml) was added at room temperature 1-ethyl-3-(340 -dimethylaminopropyl)carbodiimide hydrochloride (162 mg), and the resulting mixture was stirred for 2 hours. Into the reaction mixture was added a solution of trans-4-[N-methyl-N-(tetrahydropyran-4-yl)aminomethyl]cyclohexylamine dihydrochloride (253 mg), 1,8-diazabicyclo[5,4,0]-7-undecene (257 mg) and triethyla...